Dataset: the Open Reaction Database (ORD), a public repository of structured organic reaction records. Task: describe an organic reaction: reactants, conditions, products, and yield Starting materials: C(C)(C)(C)OC(=O)N1CC2=CC=C(C=C2CC1)C1=CC=C(C=C1)Cl (6-(4-chlorophenyl)-3,4-dihydro-1H-isoquinoline-2-carboxylic acid tert-butyl ester), FC(C(=O)O)(F)F (trifluoroacetic acid). Run in ClCCl (dichloromethane). Reaction conditions: time 1 hour. Yields the product ClC1=CC=C(C=C1)C=1C=C2CCNCC2=CC1 (6-(4-Chlorophenyl)-1,2,3,4-tetrahydroisoquinoline). Yield: 76.4%. RXN SMILES: C(OC([N:8]1[CH2:17][CH2:16][C:15]2[C:10](=[CH:11][CH:12]=[C:13]([C:18]3[CH:23]=[CH:22][C:21]([Cl:24])=[CH:20][CH:19]=3)[CH:14]=2)[CH2:9]1)=O)(C)(C)C.FC(F)(F)C(O)=O>ClCCl>[Cl:24][C:21]1[CH:20]=[CH:19][C:18]([C:13]2[CH:14]=[C:15]3[C:10](=[CH:11][CH:12]=2)[CH2:9][NH:8][CH2:17][CH2:16]3)=[CH:23][CH:22]=1. Reported procedure: To a solution of 6-(4-chlorophenyl)-3,4-dihydro-1H-isoquinoline-2-carboxylic acid tert-butyl ester (0.5 g, 1.45 mmol) in dichloromethane (6 ml) was added trifluoroacetic acid (3 ml). The reaction mixture was stirred at room temperature for 1 h. The solvent was evaporated under reduced pressure and the residue partitioned between dichloromethane (3×20 ml) and 1N sodium hydroxide solution (30 ml). The combined organic phases were dried over potassium carbonate, filtered and evaporated under reduce... Starting materials: C(N)(OC)=O (methyl carbamate), [S-]C#N.[Na+] (NaSCN). Conditions: temperature 50 celsius, time 50 minute. The product is C(N)(OC)=O.[S-]C#N.[Na+] (methyl carbamate NaSCN). The yield is 194.2%. RXN SMILES: [C:1](=[O:5])([O:3][CH3:4])[NH2:2].[S-:6][C:7]#[N:8].[Na+:9]>>[C:1](=[O:5])([O:3][CH3:4])[NH2:2].[S-:6][C:7]#[N:8].[Na+:9] |f:1.2,3.4.5|. Reported procedure: To a round-bottom flask, 13.7 g of purified methyl carbamate and 5 g of NaSCN (sodium thiocyanate) were introduced. The mixture was agitated gradually under nitrogen atmosphere at 50° C. for 50 minutes to obtain 18.7 g of methyl carbamate-NaSCN eutectic mixture.